From a dataset of the Open Reaction Database (ORD), a public repository of structured organic reaction records. describe an organic reaction: reactants, conditions, products, and yield Starting materials: ClC1=C(N)C=CC(=C1)F (2-chloro-4-fluroaniline), NO.Cl (NH2OH.HCl), S(=O)(=O)([O-])[O-].[Na+].[Na+] (sodium sulphate), ClC(C(O)OCC)(Cl)Cl (2.2.2-trichloro-1-ethoxy ethanol). Solvent: Cl (HCl), O (water). Yields the product ClC1=C(C=CC(=C1)F)NC(/C=N/O)=O (N-(2-chloro-4-fluoro-phenyl)-2-((E)-hydroxyimino)-acetamide). Isolated yield 3437.0%. RXN SMILES: [NH2:1][OH:2].Cl.S([O-])([O-])(=O)=O.[Na+].[Na+].ClC(Cl)(Cl)C([O:15][CH2:16][CH3:17])O.[Cl:20][C:21]1[CH:27]=[C:26]([F:28])[CH:25]=[CH:24][C:22]=1[NH2:23]>O.Cl>[Cl:20][C:21]1[CH:27]=[C:26]([F:28])[CH:25]=[CH:24][C:22]=1[NH:23][C:16](=[O:15])/[CH:17]=[N:1]/[OH:2] |f:0.1,2.3.4|. Procedure: A solution containing NH2OH.HCl (3.2 g, 46 mmol), anhydrous sodium sulphate (13 g, 93 mmol), and 2.2.2-trichloro-1-ethoxy ethanol (4.1 g, 21.2 mmol) in water (60 mL) was added to a solution of 2-chloro-4-fluroaniline (2 g, 0.27 mmol) in 4 M HCl (25 mL). The solution was refluxed for 40 minutes forming a white precipitate in the process. The mixture was cooled to room temperature, extracted with ethyl acetate three times, dried over sodium sulfate, filtered and concentrated in vacuo to provide 2.... The reactants are C(C)(=O)[O-].[Na+] (sodium acetate), ClC=1C=C(C=O)C=C(C1)Cl (3,5-dichlorobenzaldehyde), Cl.NO (hydroxylamine hydrochloride). Solvent: C(C)O (ethanol), C(C)O (ethanol). Conditions: time 2 hour. Yields the product ClC=1C=C(C=NO)C=C(C1)Cl (3,5-Dichlorobenzaldehyde oxime). RXN SMILES: Cl.[NH2:2][OH:3].C([O-])(=O)C.[Na+].[Cl:9][C:10]1[CH:11]=[C:12]([CH:15]=[C:16]([Cl:18])[CH:17]=1)[CH:13]=O>C(O)C>[Cl:9][C:10]1[CH:11]=[C:12]([CH:15]=[C:16]([Cl:18])[CH:17]=1)[CH:13]=[N:2][OH:3] |f:0.1,2.3|. Procedure: 80 ml of ethanol were added to 23.82 g (342.8 mmol) of hydroxylamine hydrochloride. After addition of 28.12 g (342.8 mmol) of sodium acetate, a solution of 50.00 g (285.7 mmol) of 3,5-dichlorobenzaldehyde in 100 ml ethanol was added dropwise within a period of 30 min, the mixture was stirred for 2 h and then allowed to stand overnight. The reaction mixture was concentrated to dryness, 500 ml of CH2Cl2 were then added and the mixture was washed with 400 ml of water. The aqueous phase was washed o...